describe an organic reaction: reactants, conditions, products, and yield From a dataset of the Open Reaction Database (ORD), a public repository of structured organic reaction records. Starting materials: C([O-])([O-])=O.[K+].[K+] (potassium carbonate), C(#N)CCNN (2-cyanoethylhydrazine), C(C)#N (acetonitrile), Cl (hydrogen chloride), N-chlorocarbonylisocyanide dichloride, Cl (hydrogen chloride). The product is C(#N)CCN1N=C(N=C1Cl)O (1-(2-cyanoethyl)-5-chloro-3-hydroxy-1,2,4-triazole). As a reaction SMILES: [C:1]([CH2:3][CH2:4][NH:5][NH2:6])#[N:2].[ClH:7].[C:8](=[O:11])([O-])[O-].[K+].[K+].[C:14](#[N:16])C>>[C:1]([CH2:3][CH2:4][N:5]1[C:14]([Cl:7])=[N:16][C:8]([OH:11])=[N:6]1)#[N:2] |f:2.3.4|. Procedure details: 17 g (0.2 mole) of 2-cyanoethylhydrazine were dissolved in 100 ml of acetonitrile and 7.3 g of hydrogen chloride gas were passed in at -10° C. Thereafter, 32 g of N-chlorocarbonylisocyanide dichloride were added dropwise at 0° C., whilst cooling and stirring well, and after completion of this addition, 30 g of potassium carbonate were added. This mixture was first stirred for 2 hours at room temperature and was then heated under reflux until no further evolution of hydrogen chloride was detectab...